From a dataset of the Open Reaction Database (ORD), a public repository of structured organic reaction records. describe an organic reaction: reactants, conditions, products, and yield The reactants are Stannous chloride, C(C)(C)(C)[Si](C)(C)OC1CCC(CC1)OC1=C(C=C(C=C1)Cl)[N+](=O)[O-] (tert-butyl-[4-(4-chloro-2-nitro-phenoxy)-cyclohexyloxy]-dimethyl-silane), C([O-])(O)=O.[Na+] (sodium bicarbonate). Solvent: C(C)O (ethanol), CCCCCC (hexane). Run at time 24 hour. The product is C(C)(C)(C)[Si](OC1CCC(CC1)OC1=C(C=C(C=C1)Cl)N)(C)C (2-[4-(tert-butyl-dimethyl-silanyloxy)-cyclohexyloxy]-5-chloro-phenylamine), NC1=C(OC2CCC(CC2)O)C=CC(=C1)Cl (4-(2-amino-4-chloro-phenoxy)-cyclohexanol). Isolated yield 16.0%. Reaction SMILES: [C:1]([Si:5]([O:8][CH:9]1[CH2:14][CH2:13][CH:12]([O:15][C:16]2[CH:21]=[CH:20][C:19]([Cl:22])=[CH:18][C:17]=2[N+:23]([O-])=O)[CH2:11][CH2:10]1)([CH3:7])[CH3:6])([CH3:4])([CH3:3])[CH3:2].C(=O)(O)[O-].[Na+]>C(O)C.CCCCCC>[C:1]([Si:5]([CH3:7])([CH3:6])[O:8][CH:9]1[CH2:14][CH2:13][CH:12]([O:15][C:16]2[CH:21]=[CH:20][C:19]([Cl:22])=[CH:18][C:17]=2[NH2:23])[CH2:11][CH2:10]1)([CH3:4])([CH3:3])[CH3:2].[NH2:23][C:17]1[CH:18]=[C:19]([Cl:22])[CH:20]=[CH:21][C:16]=1[O:15][CH:12]1[CH2:13][CH2:14][CH:9]([OH:8])[CH2:10][CH2:11]1 |f:1.2|. Reported procedure: Stannous chloride (3.2 g, 16.98 mmol) was added to a solution of tert-butyl-[4-(4-chloro-2-nitro-phenoxy)-cyclohexyloxy]-dimethyl-silane (1.28 g, 3.32 mmol) in a mixture of ethanol and ethyl acetate (1/1, 40 mL) and the resulting mixture was stirred at room temperature for 24 hours. Ice and an aqueous solution of sodium bicarbonate (5%, 150 mL) were added and the solid formed was filtered, washed with ethyl acetate and discarded. The layers of the filtrate were separated and the aqueous layer wa... The reactants are C(CCC)[Li] (butyllithium), C(CC)[C@@H]1CC[C@H](CC1)C1=CC(=CC(=C1)F)F (1-(trans-4-propylcyclohexyl)-3,5-difluorobenzene), II (iodine), O (water). Run in CCCCCC (hexane), O1CCCC1 (tetrahydrofuran). Yields the product C(CC)[C@@H]1CC[C@H](CC1)C1=CC(=C(C(=C1)F)I)F (1-(trans-4-propylcyclohexyl)-3,5-difluoro-4-iodobenzene). Yield: 100.0%. As a reaction SMILES: C([Li])CCC.[CH2:6]([C@H:9]1[CH2:14][CH2:13][C@H:12]([C:15]2[CH:20]=[C:19]([F:21])[CH:18]=[C:17]([F:22])[CH:16]=2)[CH2:11][CH2:10]1)[CH2:7][CH3:8].[I:23]I.O>CCCCCC.O1CCCC1>[CH2:6]([C@H:9]1[CH2:10][CH2:11][C@H:12]([C:15]2[CH:16]=[C:17]([F:22])[C:18]([I:23])=[C:19]([F:21])[CH:20]=2)[CH2:13][CH2:14]1)[CH2:7][CH3:8]. Procedure details: 5.9 ml of a 1.6N butyllithium solution in hexane were added dropwise during 20 min. to a solution of 2.14 g of 1-(trans-4-propylcyclohexyl)-3,5-difluorobenzene in 20 ml of dry detrahydrofuran at -70° C. and the mixture was left to react at -70° C. for 1 hr. Then, a solution of 2.4 g of iodine in 10 ml of dry tetrahydrofuran was added dropwise at -60° C. within 10 min. and the mixture was gradually warmed to room temperature during a further 30 min. The yellow solution obtained was treated with 1... Starting materials: C1(CCCC1)OC=1C=C(C=O)C=CC1OC (3-cyclopentyloxy-4-methoxybenzaldehyde), C(C)(=O)[O-].[NH4+] (ammonium acetate), C(CC(=O)O)(=O)O (malonic acid). The solvent is C(C)O (ethanol). Reaction conditions: temperature 45 celsius. Yields the product NC(CC(=O)O)C1=CC(=C(C=C1)OC)OC1CCCC1 (3-amino-3-(3'-cyclopentoxy-4'-methoxyphenyl)propionic acid). Isolated yield 60.3%. Reaction SMILES: [CH:1]1([O:6][C:7]2[CH:8]=[C:9]([CH:12]=[CH:13][C:14]=2[O:15][CH3:16])[CH:10]=O)[CH2:5][CH2:4][CH2:3][CH2:2]1.[C:17]([O-:20])(=[O:19])[CH3:18].[NH4+:21].C(O)(=O)CC(O)=O>C(O)C>[NH2:21][CH:10]([C:9]1[CH:12]=[CH:13][C:14]([O:15][CH3:16])=[C:7]([O:6][CH:1]2[CH2:5][CH2:4][CH2:3][CH2:2]2)[CH:8]=1)[CH2:18][C:17]([OH:20])=[O:19] |f:1.2|. Procedure: A stirred mixture of 3-cyclopentyloxy-4-methoxybenzaldehyde (54.9 grams, 249 mmol) and ammonium acetate (58.2 grams, 748 mmol) in ethanol (200 mL, 95%) was heated to 45° C. To the yellowish suspension, was added malonic acid (25.9 grams, 249 mmol) as a solid. The mixture was refluxed for 16 h. The mixture was cooled to room temperature. The suspension was filtered and the solid was washed with cold ethanol (200 mL) until the color was removed. The white solid was dried in a vacuum oven (45° C., ... Product: Cc1cc(C#N)cc(C)c1Oc1nc(N)nc2ccn(Cc3ccccc3)c12. Reaction SMILES: [CH2:14]([c:15]1[cH:16][cH:17][cH:18][cH:19][cH:20]1)[n:21]1[cH:22][cH:23][c:24]2[n:25][c:26]([NH2:31])[n:27][c:28]([Cl:30])[c:29]12.[CH3:32][N:33]1[CH2:34][CH2:35][CH2:36][C:37]1=[O:38].[H-:2].[Na+:1].[OH2:39].[OH:3][c:4]1[c:5]([CH3:13])[cH:6][c:7]([C:8]#[N:9])[cH:10][c:11]1[CH3:12]>>[O:3]([c:4]1[c:5]([CH3:13])[cH:6][c:7]([C:8]#[N:9])[cH:10][c:11]1[CH3:12])[c:28]1[n:27][c:26]([NH2:31])[n:25][c:24]2[cH:23][cH:22][n:21]([CH2:14][c:15]3[cH:16][cH:17][cH:18][cH:19][cH:20]3)[c:29]21. The reactants are Nc1nc(Cl)c2c(ccn2Cc2ccccc2)n1, CN1CCCC1=O, [H-], [Na+], O, Cc1cc(C#N)cc(C)c1O. The reactants are C(C)(C)(C)OC(=O)N1CCC(CC1)N (4-amino-piperidine-1-carboxylic acid tert-butyl ester), C(C)N(C(C)C)C(C)C (N-ethyl diisopropylamine), ClC1=C2N=CNC2=NC=N1 (6-chloro-9H-purine). The solvent is C(C)#N (acetonitrile). The product is C(C)(C)(C)OC(=O)N1CCC(CC1)NC1=C2N=CNC2=NC=N1 (4-(9H-Purin-6-ylamino)-piperidine-1-carboxylic acid tert-butyl ester). The yield is 36.0%. As a reaction SMILES: Cl[C:2]1[N:10]=[CH:9][N:8]=[C:7]2[C:3]=1[N:4]=[CH:5][NH:6]2.[C:11]([O:15][C:16]([N:18]1[CH2:23][CH2:22][CH:21]([NH2:24])[CH2:20][CH2:19]1)=[O:17])([CH3:14])([CH3:13])[CH3:12].C(N(C(C)C)C(C)C)C>C(#N)C>[C:11]([O:15][C:16]([N:18]1[CH2:23][CH2:22][CH:21]([NH:24][C:2]2[N:10]=[CH:9][N:8]=[C:7]3[C:3]=2[N:4]=[CH:5][NH:6]3)[CH2:20][CH2:19]1)=[O:17])([CH3:14])([CH3:12])[CH3:13]. Procedure details: A solution of 6-chloro-9H-purine (1.19 g, 7.68 mmol, 1.0 equiv; commercially available), 4-amino-piperidine-1-carboxylic acid tert-butyl ester (2.0 g, 10.0 mmol, 1.3 equiv) and N-ethyl diisopropylamine (3.0 mL, 2.3 g, 17.7 mmol, 2.3 equiv) in acetonitrile (16 mL) was heated by microwave irradiation to 160° C. for 20 min. The reaction mixture was concentrated under reduced pressure and the crude material purified by silica column chromatography using a MPLC system (CombiFlash Companion, Isco Inc.... Product: Cl.[N+](=O)([O-])C1=CC=C(C(C)N)C=C1 ((-)-p-nitro-α-methylbenzylamine hydrochloride). Starting materials: [N+](=O)([O-])C1=CC=C(C(C)N)C=C1 ((-)-p-nitro-α-methylbenzylamine), Cl (hydrochloric acid). RXN SMILES: [N+:1]([C:4]1[CH:12]=[CH:11][C:7]([CH:8]([NH2:10])[CH3:9])=[CH:6][CH:5]=1)([O-:3])=[O:2].[ClH:13]>>[ClH:13].[N+:1]([C:4]1[CH:5]=[CH:6][C:7]([CH:8]([NH2:10])[CH3:9])=[CH:11][CH:12]=1)([O-:3])=[O:2] |f:2.3|. Procedure: The mother liquors of the solution of the partially resolved (+)-erythrochlorocitric acid, bis-(-)-p-nitro-α-methylbenzylamine salt were treated with 13 ml (0.52 mol) of conc hydrochloric acid and evaporated to dryness. 1,2-Dimethoxyethane was added and the solution was evaporated to dryness. Ether was added to the residue, the mixture was stirred and the precipitate was collected to afford 29.2 g of (-)-p-nitro-α-methylbenzylamine hydrochloride.